This data is from the Open Reaction Database (ORD), a public repository of structured organic reaction records. The task is: describe an organic reaction: reactants, conditions, products, and yield Reactants: NCC(=O)O (glycine), C[O-].[Na+] (NaOMe), COC(=O)C=1C(OC2=CC=CC=C2C1O)=O (4-hydroxy-2-oxo-2H-chromene-3-carboxylic acid methyl ester). The solvent is CN(C)C=O (DMF). The product is OC1=C(C(OC2=CC=CC=C12)=O)C(=O)NCC(=O)O ([(4-Hydroxy-2-oxo-2H-chromene-3-carbonyl)-amino]-acetic acid). The yield is 42.5%. RXN SMILES: CO[C:3]([C:5]1[C:6](=[O:16])[O:7][C:8]2[C:13]([C:14]=1[OH:15])=[CH:12][CH:11]=[CH:10][CH:9]=2)=[O:4].[NH2:17][CH2:18][C:19]([OH:21])=[O:20].C[O-].[Na+]>CN(C=O)C>[OH:15][C:14]1[C:13]2[C:8](=[CH:9][CH:10]=[CH:11][CH:12]=2)[O:7][C:6](=[O:16])[C:5]=1[C:3]([NH:17][CH2:18][C:19]([OH:21])=[O:20])=[O:4] |f:2.3|. Reported procedure: To a mixture of 4-hydroxy-2-oxo-2H-chromene-3-carboxylic acid methyl ester (150 mg, 0.68 mmol) in DMF (12 mL) was added glycine (1.03 g, 13.6 mmol) and NaOMe (0.5 M in MeOH, 20.4 mL, 10.2 mmol) at rt. It was concentrated in an evaporator to remove most MeOH solvent. The resulting mixture was refluxed for 2 h. After cooled, it was diluted with water (100 mL) and acidified by 1 N HCl to pH=3-4. Precipitate was collected, rinsed with water and dried in vacuo. Crude solid was triturated in hexanes, ... Reactants: COc1cc(C=CC(=O)O)ccc1-n1cnc(C)c1, CCOC(C)=O, NN1CCCC(c2ccccc2Br)C1=O, CN(C)C=O, O. Product: COc1cc(C=CC(=O)NN2CCCC(c3ccccc3Br)C2=O)ccc1-n1cnc(C)c1. As a reaction SMILES: [CH3:1][O:2][c:3]1[cH:4][c:5]([CH:15]=[CH:16][C:17](=[O:18])[OH:19])[cH:6][cH:7][c:8]1-[n:9]1[cH:10][n:11][c:12]([CH3:14])[cH:13]1.[CH3:36][CH2:37][O:38][C:39](=[O:40])[CH3:41].[NH2:20][N:21]1[C:22](=[O:34])[CH:23]([c:27]2[c:28]([Br:33])[cH:29][cH:30][cH:31][cH:32]2)[CH2:24][CH2:25][CH2:26]1.[O:42]=[CH:43][N:44]([CH3:45])[CH3:46].[OH2:35]>>[CH3:1][O:2][c:3]1[cH:4][c:5]([CH:15]=[CH:16][C:17](=[O:19])[NH:20][N:21]2[C:22](=[O:34])[CH:23]([c:27]3[c:28]([Br:33])[cH:29][cH:30][cH:31][cH:32]3)[CH2:24][CH2:25][CH2:26]2)[cH:6][cH:7][c:8]1-[n:9]1[cH:10][n:11][c:12]([CH3:14])[cH:13]1.